This data is from the Open Reaction Database (ORD), a public repository of structured organic reaction records. The task is: describe an organic reaction: reactants, conditions, products, and yield Reactants: CC1=CC(=NC=C1)C#CC1=CC=CC=C1 (4-methyl-2-phenylethynyl-pyridine). Reagents/catalysts: [Pd] (palladium on carbon). The solvent is CO (methanol). Product: CC1=CC(=NC=C1)CCC1=CC=CC=C1 (4-Methyl-2-phenethyl-pyridine). RXN SMILES: [CH3:1][C:2]1[CH:7]=[CH:6][N:5]=[C:4]([C:8]#[C:9][C:10]2[CH:15]=[CH:14][CH:13]=[CH:12][CH:11]=2)[CH:3]=1>[Pd].CO>[CH3:1][C:2]1[CH:7]=[CH:6][N:5]=[C:4]([CH2:8][CH2:9][C:10]2[CH:15]=[CH:14][CH:13]=[CH:12][CH:11]=2)[CH:3]=1. Procedure details: A mixture of 4-methyl-2-phenylethynyl-pyridine (18.2 g) and 10% palladium on carbon (2.0 g) in methanol (300 mL) is stirred under hydrogen atmosphere (50 psi) at ambient temperature until the triple bond is completely reduced (20 h). The mixture is filtered and the solvent is removed under reduced pressure. Reaction conditions: time 12 hour. The product is C(C)OC1=C(C(=O)O)C=CC(=C1)C(F)(F)F (2-ethoxy-4-(trifluoromethyl)benzoic acid). Procedure details: 0.60 g of 2-ethoxy-4-(trifluoromethyl)benzaldehyde was dissolved in 5 ml dimethyl sulfoxide and an aqueous solution (1 ml) of 67 mg sodium dihydrogen phosphate, and an aqueous solution (3 ml) of 0.35 g sodium chlorite was added dropwise. After stirring at room temperature for 12 hours, water was added thereto, followed by extracting with ethyl acetate. The extract was washed with brine, dried over anhydrous magnesium sulfate and the solvent was evaporated. The residue was subjected to silica gel... The reactants are O (water), P(=O)(O)(O)[O-].[Na+] (sodium dihydrogen phosphate), Cl(=O)[O-].[Na+] (sodium chlorite), C(C)OC1=C(C=O)C=CC(=C1)C(F)(F)F (2-ethoxy-4-(trifluoromethyl)benzaldehyde). RXN SMILES: [CH2:1]([O:3][C:4]1[CH:11]=[C:10]([C:12]([F:15])([F:14])[F:13])[CH:9]=[CH:8][C:5]=1[CH:6]=[O:7])[CH3:2].P([O-])(O)(O)=[O:17].[Na+].Cl([O-])=O.[Na+].O>CS(C)=O>[CH2:1]([O:3][C:4]1[CH:11]=[C:10]([C:12]([F:13])([F:14])[F:15])[CH:9]=[CH:8][C:5]=1[C:6]([OH:17])=[O:7])[CH3:2] |f:1.2,3.4|. Run in CS(=O)C (dimethyl sulfoxide). Yield: 420.6%. Reactants: [Si](C)(C)(C(C)(C)C)OC1=CC(=C(C=C1)NCC1=CC(=C(C(=O)OC)C=C1)OC)[N+](=O)[O-] (Methyl 4-[4-(tert-Butyldimethylsilyloxy)-2-nitrophenylamino]methyl-2-methoxybenzoate). Reagents/catalysts: catalyst, O=[Pt]=O (PtO2). Run in CCO (EtOH). Conditions: time 1.5 hour. The product is NC1=C(C=CC(=C1)O[Si](C)(C)C(C)(C)C)NCC1=CC(=C(C(=O)OC)C=C1)OC (Methyl 4-[2-Amino-4-(tert-butyldimethylsilyloxy)phenylamino]methyl-2-methoxybenzoate). Yield: 99.5%. As a reaction SMILES: [Si:1]([O:8][C:9]1[CH:14]=[CH:13][C:12]([NH:15][CH2:16][C:17]2[CH:26]=[CH:25][C:20]([C:21]([O:23][CH3:24])=[O:22])=[C:19]([O:27][CH3:28])[CH:18]=2)=[C:11]([N+:29]([O-])=O)[CH:10]=1)([C:4]([CH3:7])([CH3:6])[CH3:5])([CH3:3])[CH3:2]>O=[Pt]=O.CCO>[NH2:29][C:11]1[CH:10]=[C:9]([O:8][Si:1]([C:4]([CH3:7])([CH3:6])[CH3:5])([CH3:3])[CH3:2])[CH:14]=[CH:13][C:12]=1[NH:15][CH2:16][C:17]1[CH:26]=[CH:25][C:20]([C:21]([O:23][CH3:24])=[O:22])=[C:19]([O:27][CH3:28])[CH:18]=1. Procedure details: To the above nitro compound (Example 1, Part C; 0.5 g, 1.11 mmol) was added PtO2 (Adam's) catalyst (0.025 g) and EtOH (absolute, 40 mL). The mixture was rapidly stirred under a hydrogen atmosphere (balloon) for 1.5 h and then the catalyst removed by filtering over a pad of diatomaceous earth. The filtrate was concentrated under reduced pressure, yielding 460 mg (99%) of the desired product. The reactants are C1(CC1)N1C=C(C(C2=CC(=C(C(=C12)F)F)F)=O)C(=O)O (1-cyclopropyl-6,7,8-trifluoro-1,4-dihydro-4-oxoquinoline-3-carboxylic acid), N1(N=NC=C1)C1CN(CCC1)Cl (3-(1,2,3-triazol-1-yl)piperidine-1-yl hydrochloride), C1CCC2=NCCCN2CC1 (DBU). Solvent: C(C)#N (acetonitrile). The product is C1(CC1)N1C=C(C(C2=CC(=C(C(=C12)F)N1CC(CCC1)N1N=NC=C1)F)=O)C(=O)O (1-Cyclopropyl-6,8-difluoro-7-[3-(1,2,3-triazol-1-yl) piperidin-1-yl]-1,4-dihydro-4-oxoquinoline-3-carboxylic acid). Yield: 66.9%. RXN SMILES: [CH:1]1([N:4]2[C:13]3[C:8](=[CH:9][C:10]([F:16])=[C:11](F)[C:12]=3[F:14])[C:7](=[O:17])[C:6]([C:18]([OH:20])=[O:19])=[CH:5]2)[CH2:3][CH2:2]1.[N:21]1([CH:26]2[CH2:31][CH2:30][CH2:29][N:28](Cl)[CH2:27]2)[CH:25]=[CH:24][N:23]=[N:22]1.C1CCN2C(=NCCC2)CC1>C(#N)C>[CH:1]1([N:4]2[C:13]3[C:8](=[CH:9][C:10]([F:16])=[C:11]([N:28]4[CH2:29][CH2:30][CH2:31][CH:26]([N:21]5[CH:25]=[CH:24][N:23]=[N:22]5)[CH2:27]4)[C:12]=3[F:14])[C:7](=[O:17])[C:6]([C:18]([OH:20])=[O:19])=[CH:5]2)[CH2:3][CH2:2]1. Procedure details: To a suspension of 1-cyclopropyl-6,7,8-trifluoro-1,4-dihydro-4-oxoquinoline-3-carboxylic acid (50 mg, 0.18 mmol) and 3-(1,2,3-triazol-1-yl)piperidine-1-yl hydrochloride (83 mg, 0.44 mmol) in 3 ml of acetonitrile was added 67 mg (0.44 mmol) of DBU. The solution was heated at reflux under nitrogen for 16 hrs. The suspension was cooled and the solid collected, washed with water, dried to yield 50 mg of the title product, m.p. 239°-240° C. 1H NMR (TFA) δ: 9.35 (s, 1H), 8.61 (s, 1H), 8.51 (s, 1H), 8.... Reactants: NC1=C(SC2=C1C=CC=C2)C(=O)OC (methyl 3-aminobenzothiophene-2-carboxylate), CN1CCNCC1 (1-methylpiperazine), O (water). Run in CN1C(CCC1)=O (N-methylpyrrolidinone). Reaction conditions: temperature 178 celsius. The product is NC1=CSC2=C1C=CC=C2 (3-aminobenzothiophene). RXN SMILES: [NH2:1][C:2]1[C:6]2[CH:7]=[CH:8][CH:9]=[CH:10][C:5]=2[S:4][C:3]=1C(OC)=O.CN1CCNCC1.O>CN1CCCC1=O>[NH2:1][C:2]1[C:6]2[CH:7]=[CH:8][CH:9]=[CH:10][C:5]=2[S:4][CH:3]=1. Reported procedure: To a solution of methyl 3-aminobenzothiophene-2-carboxylate [prepared by the method of J. R. Beck, J. Org. Chem. 1972, 37, 3224] (6.5 g, 31.4 mmol) in N-methylpyrrolidinone (30 ml) was added 1-methylpiperazine and the reaction mixture was heated to 178° C. for 4 h. After cooling the mixture was poured into water and the product extracted with diethyl ether (3×100 ml), the extracts were washed with water (1×100 ml) and brine (1×100 ml), combined and dried (MgSO4). Concentration of the extracts yi... Starting materials: C([O-])([O-])=O (Carbonate), ClC1=NC=C(C(=N1)N[C@H]1[C@@H](CCCC1)N(S(=O)(=O)C)CC)Cl (N-[(1R,2R)-2-(2,5-Dichloro-pyrimidin-4-ylamino)-cyclohexyl]-N-ethyl-methanesulfonamide), COC=1C(=CC2=C(CCN(CC2)CCOC)C1)N (8-Methoxy-3-(2-methoxy-ethyl)-2,3,4,5-tetrahydro-1H-benzo[d]azepin-7-ylamine), C12(C(=O)CC(CC1)C2(C)C)CS(=O)(=O)O (10-Camphorsulfonic acid). Solvent: C(C)(C)O (Isopropyl alcohol). Product: ClC=1C(=NC(=NC1)NC1=CC2=C(CCN(CC2)CCOC)C=C1OC)N[C@H]1[C@@H](CCCC1)N(S(=O)(=O)C)CC (N-((1R,2R)-2-{5-Chloro-2-[8-methoxy-3-(2-methoxy-ethyl)-2,3,4,5-tetrahydro-1H-benzo[d]azepin-7-ylamino]-pyrimidin-4-ylamino}-cyclohexyl)-N-ethyl-methanesulfonamide), foam. The yield is 40.0%. RXN SMILES: Cl[C:2]1[N:7]=[C:6]([NH:8][C@@H:9]2[CH2:14][CH2:13][CH2:12][CH2:11][C@H:10]2[N:15]([CH2:20][CH3:21])[S:16]([CH3:19])(=[O:18])=[O:17])[C:5]([Cl:22])=[CH:4][N:3]=1.[CH3:23][O:24][C:25]1[C:26]([NH2:40])=[CH:27][C:28]2[CH2:34][CH2:33][N:32]([CH2:35][CH2:36][O:37][CH3:38])[CH2:31][CH2:30][C:29]=2[CH:39]=1.C12(CS(O)(=O)=O)C(C)(C)C(CC1)CC2=O.C(=O)([O-])[O-]>C(O)(C)C>[Cl:22][C:5]1[C:6]([NH:8][C@@H:9]2[CH2:14][CH2:13][CH2:12][CH2:11][C@H:10]2[N:15]([CH2:20][CH3:21])[S:16]([CH3:19])(=[O:18])=[O:17])=[N:7][C:2]([NH:40][C:26]2[C:25]([O:24][CH3:23])=[CH:39][C:29]3[CH2:30][CH2:31][N:32]([CH2:35][CH2:36][O:37][CH3:38])[CH2:33][CH2:34][C:28]=3[CH:27]=2)=[N:3][CH:4]=1. Reported procedure: N-[(1R,2R)-2-(2,5-Dichloro-pyrimidin-4-ylamino)-cyclohexyl]-N-ethyl-methanesulfonamide (99 mg, 0.27 mmol), 8-Methoxy-3-(2-methoxy-ethyl)-2,3,4,5-tetrahydro-1H-benzo[d]azepin-7-ylamine (67 mg, 0.27 mmol), and 10-Camphorsulfonic acid (94 mg, 0.40 mmol) in Isopropyl alcohol (4 mL) was heated in a microwave vial for 90 min at 120° C. Upon cooling, the mixture was treated with MP-Carbonate (2.69 mmol/g loading; 0.35 g, 0.94 mmol) for 1 h, was filtered and was concentrated in vacuo onto Celite. Chroma... The reactants are CCOC(=O)C1C2C1C(NC(=O)OCc1ccccc1)(C(=O)OCC)CC21CC1, CCO, Cl. Yields the product Cl, CCOC(=O)C1C2C1C(N)(C(=O)OCC)CC21CC1. As a reaction SMILES: [CH2:2]([O:3][C:4](=[O:5])[NH:12][C:13]1([C:26](=[O:27])[O:28][CH2:29][CH3:30])[CH:14]2[CH:15]([C:21](=[O:22])[O:23][CH2:24][CH3:25])[CH:16]2[C:17]2([CH2:18]1)[CH2:19][CH2:20]2)[c:6]1[cH:7][cH:8][cH:9][cH:10][cH:11]1.[CH3:31][CH2:32][OH:33].[ClH:1]>>[ClH:1].[NH2:12][C:13]1([C:26](=[O:27])[O:28][CH2:29][CH3:30])[CH:14]2[CH:15]([C:21](=[O:22])[O:23][CH2:24][CH3:25])[CH:16]2[C:17]2([CH2:18]1)[CH2:19][CH2:20]2. Starting materials: CO, Cl, C[Si](C)(C)C#Cc1nn(-c2cccc(C(F)(F)F)c2)ccc1=O, [Na+], [OH-]. Product: C#Cc1nn(-c2cccc(C(F)(F)F)c2)ccc1=O. Reaction SMILES: [CH3:25][OH:26].[ClH:24].[F:1][C:2]([c:3]1[cH:4][c:5](-[n:9]2[n:10][c:11]([C:16]#[C:17][Si:18]([CH3:19])([CH3:20])[CH3:21])[c:12](=[O:15])[cH:13][cH:14]2)[cH:6][cH:7][cH:8]1)([F:22])[F:23].[Na+:28].[OH-:27]>>[F:1][C:2]([c:3]1[cH:4][c:5](-[n:9]2[n:10][c:11]([C:16]#[CH:17])[c:12](=[O:15])[cH:13][cH:14]2)[cH:6][cH:7][cH:8]1)([F:22])[F:23]. The reactants are ClC1=CC(=C(C#N)C=C1)C1=CC(=NC=C1OC(F)F)OC (4-chloro-2-[5-(difluoromethoxy)-2-methoxypyridin-4-yl]benzonitrile), Br.[NH+]1=CC=CC=C1 (pyridinium hydrobromide). The product is ClC1=CC(=C(C#N)C=C1)C1=CC(NC=C1OC(F)F)=O (4-Chloro-2-[5-(difluoromethoxy)-2-oxo-1,2-dihydropyridin-4-yl]benzonitrile). Reaction SMILES: [Cl:1][C:2]1[CH:9]=[CH:8][C:5]([C:6]#[N:7])=[C:4]([C:10]2[C:15]([O:16][CH:17]([F:19])[F:18])=[CH:14][N:13]=[C:12]([O:20]C)[CH:11]=2)[CH:3]=1.Br.[NH+]1C=CC=CC=1>>[Cl:1][C:2]1[CH:9]=[CH:8][C:5]([C:6]#[N:7])=[C:4]([C:10]2[C:15]([O:16][CH:17]([F:18])[F:19])=[CH:14][NH:13][C:12](=[O:20])[CH:11]=2)[CH:3]=1 |f:1.2|. Procedure details: 230 mg (purity 80%, 0.59 mmol) of 4-chloro-2-[5-(difluoromethoxy)-2-methoxypyridin-4-yl]benzonitrile and pyridinium hydrobromide were reacted according to General Method 3A. The crude product was purified by flash chromatography (IR-50SI, dichloromethane/methanol 3-25%). Yield: 167 mg (95% of theory) Starting materials: C(C)(C)(C)OC(=O)N1CCC(CC1)N(C(C1=CC=C(C=C1)C1=C(N=CO1)C)=O)C1CC1 (4-{cyclopropyl-[4-(4-methyl-oxazol-5-yl)-benzoyl]-amino}-piperidine-1-carboxylic acid tert-butyl ester), FC(C(=O)O)(F)F (trifluoroacetic acid). Conditions: time 1 hour. Product: C1(CC1)N(C(C1=CC=C(C=C1)C1=C(N=CO1)C)=O)C1CCNCC1 (N-Cyclopropyl-4-(4-methyl-oxazol-5-yl)-N-piperidin-4-yl-benzamide), FC(C(=O)O)(F)F (trifluoroacetic acid). RXN SMILES: C(OC([N:8]1[CH2:13][CH2:12][CH:11]([N:14]([CH:29]2[CH2:31][CH2:30]2)[C:15](=[O:28])[C:16]2[CH:21]=[CH:20][C:19]([C:22]3[O:26][CH:25]=[N:24][C:23]=3[CH3:27])=[CH:18][CH:17]=2)[CH2:10][CH2:9]1)=O)(C)(C)C.[F:32][C:33]([F:38])([F:37])[C:34]([OH:36])=[O:35]>>[CH:29]1([N:14]([CH:11]2[CH2:12][CH2:13][NH:8][CH2:9][CH2:10]2)[C:15](=[O:28])[C:16]2[CH:17]=[CH:18][C:19]([C:22]3[O:26][CH:25]=[N:24][C:23]=3[CH3:27])=[CH:20][CH:21]=2)[CH2:31][CH2:30]1.[F:32][C:33]([F:38])([F:37])[C:34]([OH:36])=[O:35]. Reported procedure: A mixture of 4-{cyclopropyl-[4-(4-methyl-oxazol-5-yl)-benzoyl]-amino}-piperidine-1-carboxylic acid tert-butyl ester (180 mg) and trifluoroacetic acid (20% in dichloromethane) is stirred for 1 h at room temperature. The solvent is evaporated to give the title compound as its trifluoroacetic acid salt. Mass spectrum (ESI+): m/z=326 [M+H]+.